From a dataset of the Open Reaction Database (ORD), a public repository of structured organic reaction records. describe an organic reaction: reactants, conditions, products, and yield Starting materials: CCO, [Na+], CCOC(=O)C=Cc1cc(OC)cc2c1ccc(=O)n2CCN1CCC(NCc2ccc3c(c2)OCCO3)CC1, [OH-]. Yields the product COc1cc(C=CC(=O)O)c2ccc(=O)n(CCN3CCC(NCc4ccc5c(c4)OCCO5)CC3)c2c1. As a reaction SMILES: [CH3:43][CH2:44][OH:45].[Na+:42].[O:1]1[CH2:2][CH2:3][O:4][c:5]2[c:6]1[cH:7][cH:8][c:9]([CH2:11][NH:12][CH:13]1[CH2:14][CH2:15][N:16]([CH2:19][CH2:20][n:21]3[c:22](=[O:40])[cH:23][cH:24][c:25]4[c:26]([CH:33]=[CH:34][C:35](=[O:36])[O:37][CH2:38][CH3:39])[cH:27][c:28]([O:31][CH3:32])[cH:29][c:30]34)[CH2:17][CH2:18]1)[cH:10]2.[OH-:41]>>[O:1]1[CH2:2][CH2:3][O:4][c:5]2[c:6]1[cH:7][cH:8][c:9]([CH2:11][NH:12][CH:13]1[CH2:14][CH2:15][N:16]([CH2:19][CH2:20][n:21]3[c:22](=[O:40])[cH:23][cH:24][c:25]4[c:26]([CH:33]=[CH:34][C:35](=[O:36])[OH:37])[cH:27][c:28]([O:31][CH3:32])[cH:29][c:30]34)[CH2:17][CH2:18]1)[cH:10]2. The reactants are C([O-])([O-])=O.[K+].[K+] (potassium carbonate), OC1=C(C=CC(=C1CCC)O)C(C)=O (1-(2,4-dihydroxy-3-propylphenyl)ethanone), C(C)OC(COC1=C(C(=C(C=C1)C(C)=O)OCCOCCCl)CCC)=O ([4-acetyl-3-[2-(2-chloroethoxy)ethoxy]-2-propylphenoxy]acetic acid ethyl ester), C([O-])([O-])=O.[K+].[K+] (potassium carbonate), [I-].[K+] (potassium iodide). The solvent is CC(=O)C (acetone), CN(C=O)C (dimethylformamide). Product: C(C)OC(COC1=C(C(=C(C=C1)C(C)=O)OCCOCCOC1=C(C(=C(C=C1)C(C)=O)O)CCC)CCC)=O ([4-acetyl-3-[2-[2-(4-acetyl-3-hydroxy-2-propylphenoxy)ethoxy]ethoxy]-2-propylphenoxy]acetic acid ethyl ester). Yield: 70.4%. As a reaction SMILES: [OH:1][C:2]1[C:7]([CH2:8][CH2:9][CH3:10])=[C:6]([OH:11])[CH:5]=[CH:4][C:3]=1[C:12](=[O:14])[CH3:13].[CH2:15]([O:17][C:18](=[O:40])[CH2:19][O:20][C:21]1[CH:26]=[CH:25][C:24]([C:27](=[O:29])[CH3:28])=[C:23]([O:30][CH2:31][CH2:32][O:33][CH2:34][CH2:35]Cl)[C:22]=1[CH2:37][CH2:38][CH3:39])[CH3:16].C(=O)([O-])[O-].[K+].[K+].[I-].[K+]>CC(C)=O.CN(C)C=O>[CH2:15]([O:17][C:18](=[O:40])[CH2:19][O:20][C:21]1[CH:26]=[CH:25][C:24]([C:27](=[O:29])[CH3:28])=[C:23]([O:30][CH2:31][CH2:32][O:33][CH2:34][CH2:35][O:11][C:6]2[CH:5]=[CH:4][C:3]([C:12](=[O:14])[CH3:13])=[C:2]([OH:1])[C:7]=2[CH2:8][CH2:9][CH3:10])[C:22]=1[CH2:37][CH2:38][CH3:39])[CH3:16] |f:2.3.4,5.6|. Procedure details: A mixture of 2.94 g of 1-(2,4-dihydroxy-3-propylphenyl)ethanone, 5.85 g of [4-acetyl-3-[2-(2-chloroethoxy)ethoxy]-2-propylphenoxy]acetic acid ethyl ester, 4.2 g of anhydrous potassium carbonate, and 2.25 g of potassium iodide in 100 ml of anhydrous acetone and 50 ml of anhydrous dimethylformamide was stirred at reflux. Additional 2.0 g portions of potassium carbonate were added after 19, 26 and 51 hours. Reflux was continued for a total of 8 days and then the reaction mixture was concentrated in... Reactants: C(CC#N)#N (malononitrile), BrCCOCCBr (1-bromo-2-(2-bromoethoxy)ethane), C1CCC2=NCCCN2CC1 (DBU). The solvent is CN(C)C=O (DMF). Conditions: temperature 85 celsius. Product: O1CCC(CC1)(C#N)C#N (dihydro-2H-pyran-4,4(3H)-dicarbonitrile). The yield is 80.8%. As a reaction SMILES: [C:1](#[N:5])[CH2:2][C:3]#[N:4].Br[CH2:7][CH2:8][O:9][CH2:10][CH2:11]Br.C1CCN2C(=NCCC2)CC1>CN(C=O)C>[O:9]1[CH2:10][CH2:11][C:2]([C:1]#[N:5])([C:3]#[N:4])[CH2:7][CH2:8]1. Procedure: A mixture of malononitrile (0.991 g, 15 mmol), 1-bromo-2-(2-bromoethoxy)ethane (3.83 g, 16.50 mmol) and DBU (4.97 ml, 33.0 mmol) in DMF (6 ml) was heated at about 85° C. for 3 hours, and then cooled to ambient temperature. The mixture was concentrated in vacuo, the resulting residue was diluted with ethyl acetate, washed three times with water and dried overnight under high vacuum to yield the desired product as a light brown solid (1.65 g). GC-MS: 136 [M]; Retention time=5.76 min. 1H NMR (300 M... Reactants: S1C(=NC2=C1C=CC=C2)SC2=C(C=C(S2)C(=O)O)[N+](=O)[O-] (5-(1,3-benzothiazol-2-ylsulfanyl)-4-nitro-thiophene-2-carboxylic acid), C(C)(C)N1CCC(CC1)N (1-isopropylpiperidin-4-amine). The product is S1C(=NC2=C1C=CC=C2)SC2=C(C=C(S2)C(=O)NC2CCN(CC2)C(C)C)[N+](=O)[O-] (5-(benzo[d]thiazol-2-ylthio)-N-(1-isopropylpiperidin-4-yl)-4-nitrothiophene-2-carboxamide), solid. The yield is 15.0%. Reaction SMILES: [S:1]1[C:5]2[CH:6]=[CH:7][CH:8]=[CH:9][C:4]=2[N:3]=[C:2]1[S:10][C:11]1[S:15][C:14]([C:16]([OH:18])=O)=[CH:13][C:12]=1[N+:19]([O-:21])=[O:20].[CH:22]([N:25]1[CH2:30][CH2:29][CH:28]([NH2:31])[CH2:27][CH2:26]1)([CH3:24])[CH3:23]>>[S:1]1[C:5]2[CH:6]=[CH:7][CH:8]=[CH:9][C:4]=2[N:3]=[C:2]1[S:10][C:11]1[S:15][C:14]([C:16]([NH:31][CH:28]2[CH2:29][CH2:30][N:25]([CH:22]([CH3:24])[CH3:23])[CH2:26][CH2:27]2)=[O:18])=[CH:13][C:12]=1[N+:19]([O-:21])=[O:20]. Reported procedure: Prepared according to the procedure described for example 44 from 5-(1,3-benzothiazol-2-ylsulfanyl)-4-nitro-thiophene-2-carboxylic acid as in step A of example 256 (34 mg, 0.1 mmol) and 1-isopropylpiperidin-4-amine (17.0 mg, 0.12 mmol). The title compound was obtained as a solid (6.5 mg, 15% yield). MS m/z: 463.09, 465.09 [M+H]+.